From a dataset of the Open Reaction Database (ORD), a public repository of structured organic reaction records. describe an organic reaction: reactants, conditions, products, and yield RXN SMILES: [CH2:55]([Cl:56])[CH2:57][Cl:58].[CH3:33][c:34]1[n:35][c:36]([C:41]2([NH2:44])[CH2:42][CH2:43]2)[n:37][c:38]([CH3:40])[cH:39]1.[Cl:60][CH2:61][Cl:62].[ClH:59].[F:1][c:2]1[cH:3][cH:4][c:5](-[c:8]2[o:9][c:10]3[c:11]([c:12]2[C:13]([NH:14][CH3:15])=[O:16])[cH:17][c:18](-[c:21]2[c:22]([CH3:32])[cH:23][c:24]([O:30][CH3:31])[c:25]([C:26](=[O:27])[OH:28])[cH:29]2)[cH:19][cH:20]3)[cH:6][cH:7]1.[OH:45][n:46]1[c:47]2[c:48]([cH:49][cH:50][cH:51][cH:52]2)[n:53][n:54]1>>[F:1][c:2]1[cH:3][cH:4][c:5](-[c:8]2[o:9][c:10]3[c:11]([c:12]2[C:13]([NH:14][CH3:15])=[O:16])[cH:17][c:18](-[c:21]2[c:22]([CH3:32])[cH:23][c:24]([O:30][CH3:31])[c:25]([C:26](=[O:27])[NH:44][C:41]4([c:36]5[n:35][c:34]([CH3:33])[cH:39][c:38]([CH3:40])[n:37]5)[CH2:42][CH2:43]4)[cH:29]2)[cH:19][cH:20]3)[cH:6][cH:7]1. Starting materials: ClCCCl, Cc1cc(C)nc(C2(N)CC2)n1, ClCCl, Cl, CNC(=O)c1c(-c2ccc(F)cc2)oc2ccc(-c3cc(C(=O)O)c(OC)cc3C)cc12, On1nnc2ccccc21. The product is CNC(=O)c1c(-c2ccc(F)cc2)oc2ccc(-c3cc(C(=O)NC4(c5nc(C)cc(C)n5)CC4)c(OC)cc3C)cc12. The reactants are BrC=1C=C(C=CC1OCC(C)(C)C)[N+](=O)[O-] (3-Bromo-4-neopentyloxynitrobenzene), [Cl-].[NH4+] (ammonium chloride), O (water). The reagents and catalysts are [Fe] (iron). Run in C(C)O (ethanol). Reaction conditions: temperature 65 celsius, time 30 minute. The product is BrC=1C=C(N)C=CC1OCC(C)(C)C (3-Bromo-4-neopentyloxyaniline). Yield: 97.7%. As a reaction SMILES: [Cl-].[NH4+].O.[Br:4][C:5]1[CH:6]=[C:7]([N+:17]([O-])=O)[CH:8]=[CH:9][C:10]=1[O:11][CH2:12][C:13]([CH3:16])([CH3:15])[CH3:14]>[Fe].C(O)C>[Br:4][C:5]1[CH:6]=[C:7]([CH:8]=[CH:9][C:10]=1[O:11][CH2:12][C:13]([CH3:16])([CH3:15])[CH3:14])[NH2:17] |f:0.1|. Procedure details: Furthermore, ammonium chloride (10 g) and iron powder (75 g) were added to a mixed solvent of water (286 ml) and ethanol (753 ml), and the mixture was heated to 65° C. 3-Bromo-4-neopentyloxynitrobenzene (80 g) was added in parts over 20 min and the mixture was stirred at a refluxing temperature for 30 min. The reaction mixture was ice-cooled and filtrated. The solvent was evaporated under reduced pressure. To the residue was added sodium hydroxide and the mixture was extracted with toluene. The ... Starting materials: CCOCC, ClCCl, Cl, CC(C)(C)OC(=O)N1CCCC(Cc2ncccn2)C1. Yields the product c1cnc(CC2CCCNC2)nc1. As a reaction SMILES: [CH3:22][CH2:23][O:24][CH2:25][CH3:26].[Cl:27][CH2:28][Cl:29].[ClH:21].[n:1]1[c:2]([CH2:7][CH:8]2[CH2:9][N:10]([C:14]([O:15][C:16]([CH3:17])([CH3:18])[CH3:19])=[O:20])[CH2:11][CH2:12][CH2:13]2)[n:3][cH:4][cH:5][cH:6]1>>[n:1]1[c:2]([CH2:7][CH:8]2[CH2:9][NH:10][CH2:11][CH2:12][CH2:13]2)[n:3][cH:4][cH:5][cH:6]1. Reactants: Cc1nc(-n2c(C)ccc2C)nc(NN2CCCC2)c1Br, C=CC(=O)Cl, ClCCl, CCN(C(C)C)C(C)C. Product: C=CC(=O)N(c1nc(-n2c(C)ccc2C)nc(C)c1Br)N1CCCC1. RXN SMILES: [Br:1][c:2]1[c:3]([NH:16][N:17]2[CH2:18][CH2:19][CH2:20][CH2:21]2)[n:4][c:5](-[n:9]2[c:10]([CH3:15])[cH:11][cH:12][c:13]2[CH3:14])[n:6][c:7]1[CH3:8].[C:22]([CH:23]=[CH2:24])(=[O:25])[Cl:26].[CH2:27]([Cl:28])[Cl:29].[CH:30]([N:31]([CH2:32][CH3:33])[CH:34]([CH3:35])[CH3:36])([CH3:37])[CH3:38]>>[Br:1][c:2]1[c:3]([N:16]([N:17]2[CH2:18][CH2:19][CH2:20][CH2:21]2)[C:22]([CH:23]=[CH2:24])=[O:25])[n:4][c:5](-[n:9]2[c:10]([CH3:15])[cH:11][cH:12][c:13]2[CH3:14])[n:6][c:7]1[CH3:8]. The reactants are C1(=CC=CC=C1)C(N1C=NC(=C1)CCCC#N)(C1=CC=CC=C1)C1=CC=CC=C1 (4-(1-(triphenylmethyl)imidazol-4-yl)butanenitrile), C1(=CC=CC=C1)CCC[Mg]Br (3-phenylpropylmagnesium bromide), C(C)OCC (diethyl ether), [Cl-].[NH4+] (ammonium chloride). The solvent is O1CCCC1 (tetrahydrofuran). Product: N1C=NC(=C1)CCCC(CCCC1=CC=CC=C1)=O (1-(1H-Imidazol-4-yl)-7-phenylheptan-4-one). Reaction SMILES: C1(C(C2C=CC=CC=2)(C2C=CC=CC=2)[N:8]2[CH:12]=[C:11]([CH2:13][CH2:14][CH2:15][C:16]#N)[N:10]=[CH:9]2)C=CC=CC=1.[C:30]1([CH2:36][CH2:37][CH2:38][Mg]Br)[CH:35]=[CH:34][CH:33]=[CH:32][CH:31]=1.[Cl-].[NH4+].C([O:45]CC)C>O1CCCC1>[NH:8]1[CH:12]=[C:11]([CH2:13][CH2:14][CH2:15][C:16](=[O:45])[CH2:38][CH2:37][CH2:36][C:30]2[CH:35]=[CH:34][CH:33]=[CH:32][CH:31]=2)[N:10]=[CH:9]1 |f:2.3|. Procedure: 5 mmol of 4-(1-(triphenylmethyl)imidazol-4-yl)butanenitrile are introduced into a solution of 3-phenylpropylmagnesium bromide in 300 ml of diethyl ether and 100 ml of tetrahydrofuran and the mixture is brought to reflux for 6 h. Hydrolysis is carried out with an ammonium chloride solution, the organic phase is separated and the aqueous phase is stirred with dichloromethane. The combined and concentrated organic phases are brought to boiling point for 2 h in a 2N aqueous/alcohol (ethanol/water) h... Reactants: C1(=CC=C(C=C1)C(=O)N1CCC(CC1)C(=O)O)C1=CC=CC=C1 (1-(biphenyl-4-ylcarbonyl)piperidine-4-carboxylic acid), NC=1C=NC=CC1N (3,4-diaminopyridine), P(=O)(OC1=CC=CC=C1)(OC1=CC=CC=C1)OC1=CC=CC=C1 (triphenyl phosphate). Run in N1=CC=CC=C1 (pyridine). Reaction conditions: temperature 120 celsius. Product: C1(=CC=C(C=C1)C(=O)N1CCC(CC1)C=1NC2=C(C=NC=C2)N1)C1=CC=CC=C1 (biphenyl-4-yl[4-(1H-imidazo[4,5-c]pyridin-2-yl)piperidin-1-yl]methanone). Yield: 27.8%. Reaction SMILES: [C:1]1([C:18]2[CH:23]=[CH:22][CH:21]=[CH:20][CH:19]=2)[CH:6]=[CH:5][C:4]([C:7]([N:9]2[CH2:14][CH2:13][CH:12]([C:15](O)=O)[CH2:11][CH2:10]2)=[O:8])=[CH:3][CH:2]=1.[NH2:24][C:25]1[CH:26]=[N:27][CH:28]=[CH:29][C:30]=1[NH2:31].P(OC1C=CC=CC=1)(OC1C=CC=CC=1)(OC1C=CC=CC=1)=O>N1C=CC=CC=1>[C:1]1([C:18]2[CH:23]=[CH:22][CH:21]=[CH:20][CH:19]=2)[CH:6]=[CH:5][C:4]([C:7]([N:9]2[CH2:14][CH2:13][CH:12]([C:15]3[NH:31][C:30]4[CH:29]=[CH:28][N:27]=[CH:26][C:25]=4[N:24]=3)[CH2:11][CH2:10]2)=[O:8])=[CH:3][CH:2]=1. Reported procedure: To a mixture of 1-(biphenyl-4-ylcarbonyl)piperidine-4-carboxylic acid (0.10 g, 0.32 mmol) and 3,4-diaminopyridine (35 mg, 0.32 mmol) in pyridine (1 mL) is added triphenyl phosphate (0.10 mL, 0.38 mmol). The mixture is heated under microwave irradiation at 120° C. for 50 mins. Purification by preparative HPLC gives 34 mg of biphenyl-4-yl[4-(1H-imidazo[4,5-c]pyridin-2-yl)piperidin-1-yl]methanone.